Dataset: the Open Reaction Database (ORD), a public repository of structured organic reaction records. Task: describe an organic reaction: reactants, conditions, products, and yield Starting materials: C(\C=C\CCCCCCC)(=O)O (trans-2-decenoic acid), CN(CCS)C (2-(dimethylamino)ethanethiol). Yields the product C(\C=C\CCCCCCC)(SCCN(C)C)=O ((E)-S-2-(dimethylamino)ethyl dec-2-enethioate). RXN SMILES: [C:1]([OH:12])(=O)/[CH:2]=[CH:3]/[CH2:4][CH2:5][CH2:6][CH2:7][CH2:8][CH2:9][CH3:10].[CH3:13][N:14]([CH3:18])[CH2:15][CH2:16][SH:17]>>[C:1](=[O:12])([S:17][CH2:16][CH2:15][N:14]([CH3:18])[CH3:13])/[CH:2]=[CH:3]/[CH2:4][CH2:5][CH2:6][CH2:7][CH2:8][CH2:9][CH3:10]. Reported procedure: The same operation as in Example 1-1 or 1-2 was carried out using trans-2-decenoic acid and 2-(dimethylamino)ethanethiol as starting materials to give the aimed compound. Starting materials: OC(CCNC)C1=CC=CC=C1 (3-hydroxy-N-methyl-3-phenylpropylamine), [H-].[Na+] (sodium hydride), FC=1SC=CC1 (2-fluorothiophen). The solvent is CS(=O)C (DMSO). Product: CNCCC(OC=1SC=CC1)C1=CC=CC=C1 (N-Methyl-3-phenyl-3-(2-thienyloxy)propylamine). RXN SMILES: [OH:1][CH:2]([C:7]1[CH:12]=[CH:11][CH:10]=[CH:9][CH:8]=1)[CH2:3][CH2:4][NH:5][CH3:6].[H-].[Na+].F[C:16]1[S:17][CH:18]=[CH:19][CH:20]=1>CS(C)=O>[CH3:6][NH:5][CH2:4][CH2:3][CH:2]([C:7]1[CH:12]=[CH:11][CH:10]=[CH:9][CH:8]=1)[O:1][C:16]1[S:17][CH:18]=[CH:19][CH:20]=1 |f:1.2|. Reported procedure: Following the method of Example 4, reaction of 3-hydroxy-N-methyl-3-phenylpropylamine, sodium hydride and 2-fluorothiophen in DMSO gives the title compound.